From a dataset of the Open Reaction Database (ORD), a public repository of structured organic reaction records. describe an organic reaction: reactants, conditions, products, and yield Starting materials: ClC1=CC=C(C(C(=O)OC)=C1)O (methyl 5-chlorosalicylate), C(=O)([O-])[O-].[K+].[K+] (K2CO3), C(C1=CC=CC=C1)Br (benzylbromide). Run in CC(=O)C (acetone). Product: ClC=1C=CC(=C(C(=O)OC)C1)OCC1=CC=CC=C1 (Methyl 5-Chloro-2-phenylmethoxybenzoate). Reaction SMILES: [Cl:1][C:2]1[CH:11]=[C:6]([C:7]([O:9][CH3:10])=[O:8])[C:5]([OH:12])=[CH:4][CH:3]=1.C([O-])([O-])=O.[K+].[K+].[CH2:19](Br)[C:20]1[CH:25]=[CH:24][CH:23]=[CH:22][CH:21]=1>CC(C)=O>[Cl:1][C:2]1[CH:3]=[CH:4][C:5]([O:12][CH2:19][C:20]2[CH:25]=[CH:24][CH:23]=[CH:22][CH:21]=2)=[C:6]([CH:11]=1)[C:7]([O:9][CH3:10])=[O:8] |f:1.2.3|. Procedure: To a solution of methyl 5-chlorosalicylate (5.58 g, 0.03 mol) in 20 ml of dry acetone were added anhydrous K2CO3 (4.55 g, 0.033 mol) and benzylbromide (5.64 g, 0.033 mol). The resulting solution was refluxed for 5 h and the solvent evaporated under reduced pressure. The residue was partitioned between ether and water. The ether layer was washed with 10% aqueous NaOH solution and brine, dried (Na2SO4), filtered and concentrated under reduced pressure. The resulting residue was recrystallized from... Reactants: CCC(CC)CBr, CCO, NCCO. Product: CCC(CC)CNCCO. Reaction SMILES: [Br:1][CH2:2][CH:3]([CH2:4][CH3:5])[CH2:6][CH3:7].[CH3:12][CH2:13][OH:14].[NH2:8][CH2:9][CH2:10][OH:11]>>[CH2:2]([CH:3]([CH2:4][CH3:5])[CH2:6][CH3:7])[NH:8][CH2:9][CH2:10][OH:11]. Starting materials: CC(=O)c1ccc(NC(=O)C2CCN(C(=O)OC(C)(C)C)CC2)c(I)c1, O=C([O-])[O-], C=O, CC#N, I[Cu]I, [K+], [K+], [Na+], [OH-], c1ccc(P(c2ccccc2)(c2ccccc2)[Pd](P(c2ccccc2)(c2ccccc2)c2ccccc2)(P(c2ccccc2)(c2ccccc2)c2ccccc2)P(c2ccccc2)(c2ccccc2)c2ccccc2)cc1. The product is CC(=O)c1ccc(NC(=O)C2CCN(C(=O)OC(C)(C)C)CC2)c(C(=O)O)c1. As a reaction SMILES: [C:1]([CH3:2])(=[O:3])[c:4]1[cH:5][cH:6][c:7]([NH:11][C:12](=[O:13])[CH:14]2[CH2:15][CH2:16][N:17]([C:20](=[O:21])[O:22][C:23]([CH3:24])([CH3:25])[CH3:26])[CH2:18][CH2:19]2)[c:8]([I:10])[cH:9]1.[C:27]([O-:28])([O-:29])=[O:30].[C:33]=[O:34].[CH3:37][C:38]#[N:39].[Cu:117]([I:118])[I:119].[K+:31].[K+:32].[Na+:36].[OH-:35].[cH:40]1[cH:41][cH:42][c:43]([P:44]([Pd:45]([P:46]([c:47]2[cH:48][cH:49][cH:50][cH:51][cH:52]2)([c:53]2[cH:54][cH:55][cH:56][cH:57][cH:58]2)[c:59]2[cH:60][cH:61][cH:62][cH:63][cH:64]2)([P:65]([c:66]2[cH:67][cH:68][cH:69][cH:70][cH:71]2)([c:72]2[cH:73][cH:74][cH:75][cH:76][cH:77]2)[c:78]2[cH:79][cH:80][cH:81][cH:82][cH:83]2)[P:84]([c:85]2[cH:86][cH:87][cH:88][cH:89][cH:90]2)([c:91]2[cH:92][cH:93][cH:94][cH:95][cH:96]2)[c:97]2[cH:98][cH:99][cH:100][cH:101][cH:102]2)([c:103]2[cH:104][cH:105][cH:106][cH:107][cH:108]2)[c:109]2[cH:110][cH:111][cH:112][cH:113][cH:114]2)[cH:115][cH:116]1>>[C:1]([CH3:2])(=[O:3])[c:4]1[cH:5][cH:6][c:7]([NH:11][C:12](=[O:13])[CH:14]2[CH2:15][CH2:16][N:17]([C:20](=[O:21])[O:22][C:23]([CH3:24])([CH3:25])[CH3:26])[CH2:18][CH2:19]2)[c:8]([C:27](=[O:28])[OH:29])[cH:9]1. The reactants are COc1cc2ncnc(Oc3ccc(CC(=O)O)cc3)c2cc1OC, CCN=C=NCCCN(C)C, CCN(C(C)C)C(C)C, Cl, CN(C)c1ccc(N)nc1, CN(C)C=O, [O-][n+]1ccccc1O. The product is COc1cc2ncnc(Oc3ccc(CC(=O)Nc4ccc(N(C)C)cn4)cc3)c2cc1OC. As a reaction SMILES: [CH3:21][O:22][c:23]1[cH:24][c:25]2[c:26]([O:35][c:36]3[cH:37][cH:38][c:39]([CH2:42][C:43](=[O:44])[OH:45])[cH:40][cH:41]3)[n:27][cH:28][n:29][c:30]2[cH:31][c:32]1[O:33][CH3:34].[CH3:2][N:3]([CH3:4])[CH2:5][CH2:6][CH2:7][N:8]=[C:9]=[N:10][CH2:11][CH3:12].[CH:56]([N:57]([CH:58]([CH3:59])[CH3:60])[CH2:61][CH3:62])([CH3:63])[CH3:64].[ClH:1].[NH2:46][c:47]1[n:48][cH:49][c:50]([N:53]([CH3:54])[CH3:55])[cH:51][cH:52]1.[O:65]=[CH:66][N:67]([CH3:68])[CH3:69].[OH:13][c:14]1[cH:15][cH:16][cH:17][cH:18][n+:19]1[O-:20]>>[CH3:21][O:22][c:23]1[cH:24][c:25]2[c:26]([O:35][c:36]3[cH:37][cH:38][c:39]([CH2:42][C:43](=[O:45])[NH:46][c:47]4[n:48][cH:49][c:50]([N:53]([CH3:54])[CH3:55])[cH:51][cH:52]4)[cH:40][cH:41]3)[n:27][cH:28][n:29][c:30]2[cH:31][c:32]1[O:33][CH3:34].